Dataset: the Open Reaction Database (ORD), a public repository of structured organic reaction records. Task: describe an organic reaction: reactants, conditions, products, and yield The reactants are CC(C)(C)OC(=O)N1CCC1(C)C(=O)O, ClCCCl, O=C(NCc1cc(Cl)ccc1-n1cnnn1)C1CCCN1, Cl, CN(C)C=O, On1nnc2cccnc21. Yields the product CC(C)(C)OC(=O)N1CCC1(C)C(=O)N1CCCC1C(=O)NCc1cc(Cl)ccc1-n1cnnn1. Reaction SMILES: [C:37]([CH3:38])([CH3:39])([CH3:40])[O:41][C:42](=[O:43])[N:44]1[C:45]([C:48](=[O:49])[OH:50])([CH3:51])[CH2:46][CH2:47]1.[CH2:1]([Cl:2])[CH2:3][Cl:4].[Cl:16][c:17]1[cH:18][cH:19][c:20](-[n:32]2[n:33][n:34][n:35][cH:36]2)[c:21]([CH2:22][NH:23][C:24]([CH:25]2[NH:26][CH2:27][CH2:28][CH2:29]2)=[O:30])[cH:31]1.[ClH:15].[O:52]=[CH:53][N:54]([CH3:55])[CH3:56].[OH:5][n:6]1[c:7]2[n:8][cH:9][cH:10][cH:11][c:12]2[n:13][n:14]1>>[Cl:16][c:17]1[cH:18][cH:19][c:20](-[n:32]2[n:33][n:34][n:35][cH:36]2)[c:21]([CH2:22][NH:23][C:24]([CH:25]2[N:26]([C:48]([C:45]3([CH3:51])[N:44]([C:42]([O:41][C:37]([CH3:38])([CH3:39])[CH3:40])=[O:43])[CH2:47][CH2:46]3)=[O:49])[CH2:27][CH2:28][CH2:29]2)=[O:30])[cH:31]1. Starting materials: COC(CC1=C(C=C(C=C1)C(=O)OC)[N+](=O)[O-])OC (4-Carbomethoxy-2-nitrophenylacetaldehyde dimethylacetal). The solvent is CO (methanol). The product is COC(CC1=C(C=C(C=C1)C(=O)OC)N)OC (2-amino-4-carbomethoxy-phenylacetaldehyde dimethylacetal). The yield is 62.1%. Reaction SMILES: [CH3:1][O:2][CH:3]([O:18][CH3:19])[CH2:4][C:5]1[CH:10]=[CH:9][C:8]([C:11]([O:13][CH3:14])=[O:12])=[CH:7][C:6]=1[N+:15]([O-])=O>CO>[CH3:19][O:18][CH:3]([O:2][CH3:1])[CH2:4][C:5]1[CH:10]=[CH:9][C:8]([C:11]([O:13][CH3:14])=[O:12])=[CH:7][C:6]=1[NH2:15]. Procedure: 4-Carbomethoxy-2-nitrophenylacetaldehyde dimethylacetal (8.75 g, 41.43 mmole) was reduced under hydrogen (50 psi, 0.45 g of 10% Pd/carbon) in 170 mL of methanol for 2.5 h. The solution was filtered through celite and evaporated to an oil. Crystallization from ether and hexanes gave 6.16 g of 2-amino-4-carbomethoxy-phenylacetaldehyde dimethylacetal. The reactants are c1nc(C2CCCC2)c2cc[nH]c2n1, ClCCl, O=C1CCC(=O)N1I. The product is Ic1c[nH]c2ncnc(C3CCCC3)c12. RXN SMILES: [CH:1]1([c:6]2[c:7]3[c:8]([n:9][cH:10][n:11]2)[nH:12][cH:13][cH:14]3)[CH2:2][CH2:3][CH2:4][CH2:5]1.[Cl:23][CH2:24][Cl:25].[I:15][N:16]1[C:17](=[O:18])[CH2:19][CH2:20][C:21]1=[O:22]>>[CH:1]1([c:6]2[c:7]3[c:8]([n:9][cH:10][n:11]2)[nH:12][cH:13][c:14]3[I:15])[CH2:2][CH2:3][CH2:4][CH2:5]1. Starting materials: O=C([O-])[O-], C[Si](C)(C)CCS(=O)(=O)n1cc(C2CCN(S(=O)(=O)N3CCNCC3C(=O)NOCc3ccccc3)CC2)c2cc(F)ccc21, BrCC1CC1, [K+], [K+], CN(C)C=O, O. Product: C[Si](C)(C)CCS(=O)(=O)n1cc(C2CCN(S(=O)(=O)N3CCN(CC4CC4)CC3C(=O)NOCc3ccccc3)CC2)c2cc(F)ccc21. Reaction SMILES: [C:46](=[O:47])([O-:48])[O-:49].[CH2:1]([c:2]1[cH:3][cH:4][cH:5][cH:6][cH:7]1)[O:8][NH:9][C:10](=[O:11])[CH:12]1[N:13]([S:18](=[O:19])(=[O:20])[N:21]2[CH2:22][CH2:23][CH:24]([c:27]3[cH:28][n:29]([S:37](=[O:38])(=[O:39])[CH2:40][CH2:41][Si:42]([CH3:43])([CH3:44])[CH3:45])[c:30]4[cH:31][cH:32][c:33]([F:36])[cH:34][c:35]34)[CH2:25][CH2:26]2)[CH2:14][CH2:15][NH:16][CH2:17]1.[CH:52]1([CH2:55][Br:56])[CH2:53][CH2:54]1.[K+:50].[K+:51].[O:58]=[CH:59][N:60]([CH3:61])[CH3:62].[OH2:57]>>[CH2:1]([c:2]1[cH:3][cH:4][cH:5][cH:6][cH:7]1)[O:8][NH:9][C:10](=[O:11])[CH:12]1[N:13]([S:18](=[O:19])(=[O:20])[N:21]2[CH2:22][CH2:23][CH:24]([c:27]3[cH:28][n:29]([S:37](=[O:38])(=[O:39])[CH2:40][CH2:41][Si:42]([CH3:43])([CH3:44])[CH3:45])[c:30]4[cH:31][cH:32][c:33]([F:36])[cH:34][c:35]34)[CH2:25][CH2:26]2)[CH2:14][CH2:15][N:16]([CH2:55][CH:52]2[CH2:53][CH2:54]2)[CH2:17]1. Reactants: COC(C1=CC(=CC=C1)CN=[N+]=[N-])=O (3-azidomethyl-benzoic acid methyl ester), C(#N)C1=CC=C(C=C1)C#C (4-cyanophenylacetylene), O=C1C(O)=C([O-])[C@H](O1)[C@@H](O)CO.[Na+] (sodium ascorbate). Reagents/catalysts: S(=O)(=O)([O-])[O-].[Cu+2] (copper (II) sulfate). Solvent: C(C)OCC (diethyl ether), C(Cl)Cl (CH2Cl2), ClCCl (dichloromethane). Conditions: time 8 hour. The product is COC(C1=CC(=CC=C1)CN1N=NC(=C1)C1=CC=C(C=C1)C#N)=O (3-[4-(4-cyano-phenyl)-[1,2,3]triazol-1-ylmethyl]-benzoic acid methyl ester). Isolated yield 83.2%. Reaction SMILES: [CH3:1][O:2][C:3](=[O:14])[C:4]1[CH:9]=[CH:8][CH:7]=[C:6]([CH2:10][N:11]=[N+:12]=[N-:13])[CH:5]=1.[C:15]([C:17]1[CH:22]=[CH:21][C:20]([C:23]#[CH:24])=[CH:19][CH:18]=1)#[N:16].O=C1O[C@H]([C@H](CO)O)C([O-])=C1O.[Na+]>ClCCl.C(OCC)C.S([O-])([O-])(=O)=O.[Cu+2]>[CH3:1][O:2][C:3](=[O:14])[C:4]1[CH:9]=[CH:8][CH:7]=[C:6]([CH2:10][N:11]2[CH:24]=[C:23]([C:20]3[CH:21]=[CH:22][C:17]([C:15]#[N:16])=[CH:18][CH:19]=3)[N:13]=[N:12]2)[CH:5]=1 |f:2.3,6.7|. Reported procedure: Treat a solution of 3-azidomethyl-benzoic acid methyl ester (0.4 g, 2.1 mmol) and 4-cyanophenylacetylene (0.25 g, 2.00 mmol) in 1 mL of dichloromethane with 1 mL of 0.1 M aqueous copper (II) sulfate solution and sodium ascorbate (0.06 g, 0.30 mmol). Stir at room temperature overnight, dilute the reaction with CH2Cl2 and wash 3 times with H2O. Dry the organic layer over sodium sulfate, filter and concentrate to afford a solid. Suspend the residue in diethyl ether and filter to give 0.53 g, 84% yi... Starting materials: C(C)(C)(C)OC(=O)N1CCC(CC1)NC1=NC(=NC(=C1CC(=O)OCC)Cl)Cl (4-(2,6-dichloro-5-ethoxycarbonylmethyl-pyrimidin-4-ylamino)-piperidine-1-carboxylic acid tert-butyl ester). Solvent: ClCCl (dichloromethane), Cl (HCl), O1CCOCC1 (dioxane). Yields the product Cl.Cl.C(C)OC(CC=1C(=NC(=NC1NC1CCNCC1)Cl)Cl)=O ([2,4-Dichloro-6-(piperidin-4-ylamino)-pyrimidin-5-yl]-acetic acid ethyl ester dihydrochloride). Reaction SMILES: C(OC([N:8]1[CH2:13][CH2:12][CH:11]([NH:14][C:15]2[C:20]([CH2:21][C:22]([O:24][CH2:25][CH3:26])=[O:23])=[C:19]([Cl:27])[N:18]=[C:17]([Cl:28])[N:16]=2)[CH2:10][CH2:9]1)=O)(C)(C)C>ClCCl.Cl.O1CCOCC1>[ClH:27].[ClH:27].[CH2:25]([O:24][C:22](=[O:23])[CH2:21][C:20]1[C:19]([Cl:27])=[N:18][C:17]([Cl:28])=[N:16][C:15]=1[NH:14][CH:11]1[CH2:10][CH2:9][NH:8][CH2:13][CH2:12]1)[CH3:26] |f:4.5.6|. Procedure details: A solution of 4-(2,6-dichloro-5-ethoxycarbonylmethyl-pyrimidin-4-ylamino)-piperidine-1-carboxylic acid tert-butyl ester (0.87 g, 2.01 mmol) in dichloromethane (10 mL) and 4 M HCl in dioxane (40 mL) was stirred at rt for 2 h. The solvent was removed under reduced pressure and the crude product used in the consecutive step without further purification assuming quantitative deprotection and formation of the dihydrochloride salt. MS (ISP): 333.1 [M+H]+.